From a dataset of the Open Reaction Database (ORD), a public repository of structured organic reaction records. describe an organic reaction: reactants, conditions, products, and yield Starting materials: FC1=C(C=C(C=C1)B(O)O)C=O (4-fluoro-3-formyl benzene boronic acid), C(C)(C)(C)OC(N[C@@H]1CC[C@H](CC1)N)=O ((trans-4-amino-cyclohexyl)-carbamic acid tert-butyl ester), C(C)(=O)O[BH-](OC(C)=O)OC(C)=O.[Na+] (sodium triacetoxyborohydride), C(=O)(O)[O-].[Na+] (NaHCO3), CC(=O)O (AcOH). Solvent: CCOC(=O)C (EtOAc), C1CCOC1 (THF), C1(=CC=CC=C1)C (toluene). Reaction conditions: time 18 hour. The product is C(=O)(OC(C)(C)C)N(C1CCC(CC1)NCC=1C=C(C=CC1F)B(O)O)C (3-{[4-(BOC-methyl-amino)-cyclohexylamino]-methyl}-4-fluoro-benzene boronic acid). As a reaction SMILES: [F:1][C:2]1[CH:7]=[CH:6][C:5]([B:8]([OH:10])[OH:9])=[CH:4][C:3]=1[CH:11]=O.[C:13]([O:17][C:18](=[O:27])[NH:19][C@H:20]1[CH2:25][CH2:24][C@H:23]([NH2:26])[CH2:22][CH2:21]1)([CH3:16])([CH3:15])[CH3:14].[CH3:28]C(O)=O.C(O[BH-](OC(=O)C)OC(=O)C)(=O)C.[Na+].C([O-])(O)=O.[Na+]>C1COCC1.C1(C)C=CC=CC=1.CCOC(C)=O>[C:18]([N:19]([CH3:28])[CH:20]1[CH2:21][CH2:22][CH:23]([NH:26][CH2:11][C:3]2[CH:4]=[C:5]([B:8]([OH:9])[OH:10])[CH:6]=[CH:7][C:2]=2[F:1])[CH2:24][CH2:25]1)([O:17][C:13]([CH3:16])([CH3:14])[CH3:15])=[O:27] |f:3.4,5.6|. Reported procedure: To a solution of 4-fluoro-3-formyl benzene boronic acid (0.88 g, 5.99 mmol) in THF (5 mL) and toluene (5 mL) was added amine (3) (1.4 g, 7.19 mmol) followed by AcOH (0.34 mL, 7.19 mmol), and the resulting solution was stirred at RT for 18 h. After this time sodium triacetoxyborohydride (1.57 g, 8.38 mmol) was added and the resulting solution was stirred at RT for a further 6 h. EtOAc (10 mL) was added to the reaction mixture followed by dropwise addition of sat. NaHCO3 solution (10 mL). The orga... The reactants are C(=O)C=1C=CC=C2C=CNC12 (7-formyl indole), N1=C(C=CC2=CC=CC=C12)/C=C/C=1C=C(CCl)C=CC1 (3-[2-(E)-quinolin-2-yl ethenyl]benzyl chloride), O (water), Example 10a ( iv ), [H-].[Na+] (sodium hydride). The solvent is C1CCOC1 (THF), CN(C=O)C (dimethyl formamide). Reaction conditions: time 30 minute. Product: N1=C(C=CC2=CC=CC=C12)/C=C/C=1C=C(CN2C=CC3=CC=CC(=C23)C=O)C=CC1 (1-[3-{2(E)-(Quinolin-2-yl)ethenyl}benzyl]indole-7-carboxaldehyde). RXN SMILES: [CH:1]([C:3]1[CH:4]=[CH:5][CH:6]=[C:7]2[C:11]=1[NH:10][CH:9]=[CH:8]2)=[O:2].[H-].[Na+].[N:14]1[C:23]2[C:18](=[CH:19][CH:20]=[CH:21][CH:22]=2)[CH:17]=[CH:16][C:15]=1/[CH:24]=[CH:25]/[C:26]1[CH:27]=[C:28]([CH:31]=[CH:32][CH:33]=1)[CH2:29]Cl.O>CN(C)C=O.C1COCC1>[N:14]1[C:23]2[C:18](=[CH:19][CH:20]=[CH:21][CH:22]=2)[CH:17]=[CH:16][C:15]=1/[CH:24]=[CH:25]/[C:26]1[CH:27]=[C:28]([CH:31]=[CH:32][CH:33]=1)[CH2:29][N:10]1[C:11]2[C:7](=[CH:6][CH:5]=[CH:4][C:3]=2[CH:1]=[O:2])[CH:8]=[CH:9]1 |f:1.2|. Procedure: A solution of 7-formyl indole (Example 10a (iv) (2 g, 13.8 mmole) in dry dimethyl formamide (40 ml) was cooled in an ice bath and stirred as sodium hydride (60% dispersion in mineral oil) (0.66 g, 16.5 mmole) was added in portions over 10 minutes. The mixture was stirred for a further 30 minutes, then a solution of 3-[2-(E)-quinolin-2-yl ethenyl]benzyl chloride (Example 1b) (4.24 g, 15.2 mmole) in dry THF (12 ml) was added over 2 minutes. The reaction mixture was stirred at room temperature for ... Starting materials: FC1=CC=C(C=C1)CC1=CN=C2C(=C(C(N(C2=C1)CCCN1C(CCCCC1)=O)=O)C(=O)OCC)O (ethyl 7-[(4-fluorophenyl)methyl]-4-hydroxy-2-oxo-1-[3-(2-oxohexahydro-1H-azepin-1-yl)propyl]-1,2-dihydro-1,5-naphthyridine-3-carboxylate), N[C@@H](CO)CC(C)C ((2R)-2-amino-4-methyl-1-pentanol). Product: FC1=CC=C(C=C1)CC1=CN=C2C(=C(C(N(C2=C1)CCCN1C(CCCCC1)=O)=O)C(=O)N[C@H](CC(C)C)CO)O (7-[(4-fluorophenyl)methyl]-4-hydroxy-N-[(1R)-1-(hydroxymethyl)-3-methylbutyl]-2-oxo-1-[3-(2-oxohexahydro-1H-azepin-1-yl)propyl]-1,2-dihydro-1,5-naphthyridine-3-carboxamide). Reaction SMILES: [F:1][C:2]1[CH:7]=[CH:6][C:5]([CH2:8][C:9]2[CH:18]=[C:17]3[C:12]([C:13]([OH:36])=[C:14]([C:31](OCC)=[O:32])[C:15](=[O:30])[N:16]3[CH2:19][CH2:20][CH2:21][N:22]3[CH2:28][CH2:27][CH2:26][CH2:25][CH2:24][C:23]3=[O:29])=[N:11][CH:10]=2)=[CH:4][CH:3]=1.[NH2:37][C@H:38]([CH2:41][CH:42]([CH3:44])[CH3:43])[CH2:39][OH:40]>>[F:1][C:2]1[CH:3]=[CH:4][C:5]([CH2:8][C:9]2[CH:18]=[C:17]3[C:12]([C:13]([OH:36])=[C:14]([C:31]([NH:37][C@@H:38]([CH2:39][OH:40])[CH2:41][CH:42]([CH3:44])[CH3:43])=[O:32])[C:15](=[O:30])[N:16]3[CH2:19][CH2:20][CH2:21][N:22]3[CH2:28][CH2:27][CH2:26][CH2:25][CH2:24][C:23]3=[O:29])=[N:11][CH:10]=2)=[CH:6][CH:7]=1. Reported procedure: This compound was prepared from ethyl 7-[(4-fluorophenyl)methyl]-4-hydroxy-2-oxo-1-[3-(2-oxohexahydro-1H-azepin-1-yl)propyl]-1,2-dihydro-1,5-naphthyridine-3-carboxylate and (2R)-2-amino-4-methyl-1-pentanol using methods similar to Example 563 to provide a pink solid: 1H NMR (300 MHz, DMSO-d6) δ ppm 0.90 (dd, J=6.42, 1.79 Hz, 6 H), 1.39-1.49 (m, 2 H), 1.55 (d, J=5.48 Hz, 4 H), 1.59-1.75 (m, 5 H), 2.35-2.45 (m, 2 H), 3.37 (d, J=8.00 Hz, 2 H), 3.40 (s, 2 H), 3.48 (s, 2 H), 4.04-4.13 (m, 1 H), 4.19 ...